This data is from the Open Reaction Database (ORD), a public repository of structured organic reaction records. The task is: describe an organic reaction: reactants, conditions, products, and yield Starting materials: Cc1ncnc(C)c1C(=O)N1CC2CN(CCC(c3ccccc3)C3CCN(C(=O)OC(C)(C)C)CC3)CC2C1, COC(=O)Cl, ClCCl. Product: COC(=O)N1CCC(C(CCN2CC3CN(C(=O)c4c(C)ncnc4C)CC3C2)c2ccccc2)CC1. RXN SMILES: [C:1]([CH3:2])([CH3:3])([CH3:4])[O:5][C:6](=[O:7])[N:8]1[CH2:9][CH2:10][CH:11]([CH:14]([CH2:15][CH2:16][N:17]2[CH2:18][CH:19]3[CH2:20][N:21]([C:25](=[O:26])[c:27]4[c:28]([CH3:34])[n:29][cH:30][n:31][c:32]4[CH3:33])[CH2:22][CH:23]3[CH2:24]2)[c:35]2[cH:36][cH:37][cH:38][cH:39][cH:40]2)[CH2:12][CH2:13]1.[Cl:41][C:42]([O:43][CH3:44])=[O:45].[Cl:46][CH2:47][Cl:48]>>[CH3:1][O:5][C:6](=[O:7])[N:8]1[CH2:9][CH2:10][CH:11]([CH:14]([CH2:15][CH2:16][N:17]2[CH2:18][CH:19]3[CH2:20][N:21]([C:25](=[O:26])[c:27]4[c:28]([CH3:34])[n:29][cH:30][n:31][c:32]4[CH3:33])[CH2:22][CH:23]3[CH2:24]2)[c:35]2[cH:36][cH:37][cH:38][cH:39][cH:40]2)[CH2:12][CH2:13]1.